From a dataset of the Open Reaction Database (ORD), a public repository of structured organic reaction records. describe an organic reaction: reactants, conditions, products, and yield Reactants: BrC1=NOC(C1)C(=O)N (3-bromo-4,5-dihydroisoxazole-5-carboxamide), BrC1=C(OC2CCNCC2)C=C(C=C1)F (4-(2-bromo-5-fluorophenoxy)piperidine), C(C)(C)N(C(C)C)CC (N,N-diisopropylethylamine). Solvent: C(C)O (ethanol). Conditions: time 1 hour. Product: BrC1=C(OC2CCN(CC2)C2=NOC(C2)C(=O)N)C=C(C=C1)F (3-[4-(2-Bromo-5-fluorophenoxy)piperidin-1-yl]-4,5-dihydroisoxazole-5-carboxamide). RXN SMILES: Br[C:2]1[CH2:6][CH:5]([C:7]([NH2:9])=[O:8])[O:4][N:3]=1.[Br:10][C:11]1[CH:23]=[CH:22][C:21]([F:24])=[CH:20][C:12]=1[O:13][CH:14]1[CH2:19][CH2:18][NH:17][CH2:16][CH2:15]1.C(N(CC)C(C)C)(C)C>C(O)C>[Br:10][C:11]1[CH:23]=[CH:22][C:21]([F:24])=[CH:20][C:12]=1[O:13][CH:14]1[CH2:15][CH2:16][N:17]([C:2]2[CH2:6][CH:5]([C:7]([NH2:9])=[O:8])[O:4][N:3]=2)[CH2:18][CH2:19]1. Procedure details: A mixture of 3-bromo-4,5-dihydroisoxazole-5-carboxamide (1.5 g, 7.77 mmol), 4-(2-bromo-5-fluorophenoxy)piperidine (2.56 g, 9.33 mmol) and N,N-diisopropylethylamine (3.5 mL, 20.04 mmol) in ethanol (15 mL) was heated at reflux temperature overnight. Solvent was then removed in vacuo. The residue was suspended in water and stirred for 1 h. The solid was collected, washed with water and Et2O. Drying under vacuum gave the title compound as a light brown powder. Isolated yield 88.1%. Reported procedure: To a solution of tert-butyl 9-[(2,5-dichloropyrimidin-4-yl)amino]-3-azaspiro[5.5]undecane-3-carboxylate (500.5 mg, 1.21 mmol) and 1-(cyclopropylmethyl)-1H-pyrazol-4-amine (330.5 mg, 2.41 mmol) in 1,4-dioxane (50 mL) was added trifluoroacetic acid (686.5 mg, 6.02 mmol). The mixture was stirred at 100° C. overnight and concentrated in vacuo. The residue was purified with a silica gel column chromatography (PE/EtOAc (v/v)=1/1 to DCM/MeOH (v/v)=7/1) to give the product as a light yellow solid (550 m... As a reaction SMILES: Cl[C:2]1[N:7]=[C:6]([NH:8][CH:9]2[CH2:26][CH2:25][C:12]3([CH2:17][CH2:16][N:15]([C:18]([O:20][C:21]([CH3:24])([CH3:23])[CH3:22])=[O:19])[CH2:14][CH2:13]3)[CH2:11][CH2:10]2)[C:5]([Cl:27])=[CH:4][N:3]=1.[CH:28]1([CH2:31][N:32]2[CH:36]=[C:35]([NH2:37])[CH:34]=[N:33]2)[CH2:30][CH2:29]1.FC(F)(F)C(O)=O>O1CCOCC1>[Cl:27][C:5]1[C:6]([NH:8][CH:9]2[CH2:10][CH2:11][C:12]3([CH2:17][CH2:16][N:15]([C:18]([O:20][C:21]([CH3:22])([CH3:24])[CH3:23])=[O:19])[CH2:14][CH2:13]3)[CH2:25][CH2:26]2)=[N:7][C:2]([NH:37][C:35]2[CH:34]=[N:33][N:32]([CH2:31][CH:28]3[CH2:30][CH2:29]3)[CH:36]=2)=[N:3][CH:4]=1. Run at temperature 100 celsius, time 8 hour. Run in O1CCOCC1 (1,4-dioxane). Starting materials: ClC1=NC=C(C(=N1)NC1CCC2(CCN(CC2)C(=O)OC(C)(C)C)CC1)Cl (tert-butyl 9-[(2,5-dichloropyrimidin-4-yl)amino]-3-azaspiro[5.5]undecane-3-carboxylate), C1(CC1)CN1N=CC(=C1)N (1-(cyclopropylmethyl)-1H-pyrazol-4-amine), FC(C(=O)O)(F)F (trifluoroacetic acid). The product is ClC=1C(=NC(=NC1)NC=1C=NN(C1)CC1CC1)NC1CCC2(CCN(CC2)C(=O)OC(C)(C)C)CC1 (tert-butyl 9-((5-chloro-2-((1-(cyclopropylmethyl)-1H-pyrazol-4-yl)amino)pyrimidin-4-yl)amino)-3-azaspiro[5.5]undecane-3-carboxylate).